Dataset: the Open Reaction Database (ORD), a public repository of structured organic reaction records. Task: describe an organic reaction: reactants, conditions, products, and yield The reactants are OCCNCCN (N-hydroxyethylethylenediamine), C(C)OC(CC(=O)C)=O (ethylacetoacetate), C(CCCCCCC\C=C/CCCCCCCC)(=O)O (oleic acid). The product is C(CCCCCCC\C=C/CCCCCCCC)(=O)OCCN1CCN=C(CC1=O)C (4-oleoyloxyethyl-7-methyl-3,6-dihydro-2H-1,4-diazepin-5-one). As a reaction SMILES: [OH:1][CH2:2][CH2:3][NH:4][CH2:5][CH2:6][NH2:7].C(O[C:11](=[O:16])[CH2:12][C:13]([CH3:15])=O)C.[C:17](O)(=[O:35])[CH2:18][CH2:19][CH2:20][CH2:21][CH2:22][CH2:23][CH2:24]/[CH:25]=[CH:26]\[CH2:27][CH2:28][CH2:29][CH2:30][CH2:31][CH2:32][CH2:33][CH3:34]>>[C:17]([O:1][CH2:2][CH2:3][N:4]1[C:11](=[O:16])[CH2:12][C:13]([CH3:15])=[N:7][CH2:6][CH2:5]1)(=[O:35])[CH2:18][CH2:19][CH2:20][CH2:21][CH2:22][CH2:23][CH2:24]/[CH:25]=[CH:26]\[CH2:27][CH2:28][CH2:29][CH2:30][CH2:31][CH2:32][CH2:33][CH3:34]. Procedure: Into an apparatus similar to that in Example 1, were charged 104.2 g (1 mole) of N-hydroxyethylethylenediamine and 130.1 g (1 mole) of ethylacetoacetate. At 150° to 160° C., 18 g of water and 46 g of ethanol were distilled off. Then, after addition of 282.5 g (1 mole) of oleic acid, the esterification was effected at 210° to 215° C. to distil off 18 g of water and to obtain 4-oleoyloxyethyl-7-methyl-3,6-dihydro-2H-1,4-diazepin-5-one. The reactants are CC1=CC=C(C=C1)S(=O)(=O)OCC[C@@H]1OCC1 ((R)-2-(oxetan-2-yl)ethyl 4-methylbenzenesulfonate), [N-]=[N+]=[N-].[Na+] (NaN3), O (water). Solvent: CS(=O)C (DMSO). Reaction conditions: temperature 55 celsius, time 18 hour. Product: N(=[N+]=[N-])CC[C@@H]1OCC1 ((S)-2-(2-azidoethyl)oxetane). Reaction SMILES: CC1C=CC(S(O[CH2:12][CH2:13][C@H:14]2[CH2:17][CH2:16][O:15]2)(=O)=O)=CC=1.[N-:18]=[N+:19]=[N-:20].[Na+].O>CS(C)=O>[N:18]([CH2:12][CH2:13][C@H:14]1[CH2:17][CH2:16][O:15]1)=[N+:19]=[N-:20] |f:1.2|. Procedure details: The mixture of (R)-2-(oxetan-2-yl)ethyl 4-methylbenzenesulfonate (80 mg, 0.31 mmol), NaN3 (30 m2, 0.465 mmol) and KI (5 mg) in DMSO (1 mL) was heated to 55° C. and stirred for 18 h. Then the mixture was cooled to RT, then it was poured into 20 mL of water, then extracted with MTBE (20 mL×3), the organic layers was washed with 1-120 (10 mL), brine (10 mL), and dried over Na2SO4. After filtration, the filtrate was concentrated under the reduced pressure. to give the titled compound which was used ...